From a dataset of the Open Reaction Database (ORD), a public repository of structured organic reaction records. describe an organic reaction: reactants, conditions, products, and yield Reactants: COC(=O)C=1OC(=C(C1)COC1=CC=C(C=C1)I)C (4-(4-Iodo-phenoxymethyl)-5-methyl-furan-2-carboxylic acid methyl ester), ClC1=CC=C(C=C1)B(O)O ((4-chloro-phenyl)-boronic acid). The product is C1(=CC=C(C=C1)OCC=1C=C(OC1)C(=O)O)C1=CC=CC=C1 (4-(Biphenyl-4-yloxymethyl)-furan-2-carboxylic acid). As a reaction SMILES: C[O:2][C:3]([C:5]1[O:6][C:7](C)=[C:8]([CH2:10][O:11][C:12]2[CH:17]=[CH:16][C:15](I)=[CH:14][CH:13]=2)[CH:9]=1)=[O:4].Cl[C:21]1[CH:26]=[CH:25][C:24](B(O)O)=[CH:23][CH:22]=1>>[C:15]1([C:21]2[CH:26]=[CH:25][CH:24]=[CH:23][CH:22]=2)[CH:14]=[CH:13][C:12]([O:11][CH2:10][C:8]2[CH:9]=[C:5]([C:3]([OH:2])=[O:4])[O:6][CH:7]=2)=[CH:17][CH:16]=1. Reported procedure: Compound (77) was prepared from compound (20) and (4-chloro-phenyl)-boronic acid by adapting the procedure of Example 5(b). LC/MS System B; Rt=1.93 mins, m/z (ES−)=341 and 343 (M−H for C19H15ClO4). Starting materials: COC=1C=C(C=C(C1OC)OC)NC(=O)CCCC(=O)OCC (Ethyl 4-(3,4,5-trimethoxyphenylcarbamoyl)-butyrate), [OH-].[Na+] (sodium hydroxide), O (water). Solvent: C(C)O (ethanol). Product: COC=1C=C(C=C(C1OC)OC)NC(=O)CCCC(=O)O (4-(3,4,5-Trimethoxy-phenylcarbamoyl)-butyric acid). As a reaction SMILES: [CH3:1][O:2][C:3]1[CH:4]=[C:5]([NH:13][C:14]([CH2:16][CH2:17][CH2:18][C:19]([O:21]CC)=[O:20])=[O:15])[CH:6]=[C:7]([O:11][CH3:12])[C:8]=1[O:9][CH3:10].[OH-].[Na+].O>C(O)C>[CH3:12][O:11][C:7]1[CH:6]=[C:5]([NH:13][C:14]([CH2:16][CH2:17][CH2:18][C:19]([OH:21])=[O:20])=[O:15])[CH:4]=[C:3]([O:2][CH3:1])[C:8]=1[O:9][CH3:10] |f:1.2|. Procedure details: A solution of 8 g of the compound obtained in Step A, 50 ml of 1M sodium hydroxide solution, 50 ml of water and 100 ml of ethanol is stirred for 6 hours at 50° C. The ethanol is then removed by distillation under a partial vacuum. The residual solution is rendered acidic by the addition of 1M hydrochloric acid and extracted with dichloromethane. The combined organic phases are dried with Na2SO4 and evaporated to dryness to yield a colourless oil (quantitative yield). Reactants: O=C([O-])O, CCOC(C)=O, COc1ccc2c(c1OC)C(c1ccccc1)NCC2, O=C(Cl)CCl, [Na+]. Yields the product COc1ccc2c(c1OC)C(c1ccccc1)N(C(=O)CCl)CC2. RXN SMILES: [C:26](=[O:27])([O-:28])[OH:29].[CH3:31][CH2:32][O:33][C:34]([CH3:35])=[O:36].[CH3:6][O:7][c:8]1[cH:9][cH:10][c:11]2[c:16]([c:17]1[O:18][CH3:19])[CH:15]([c:20]1[cH:21][cH:22][cH:23][cH:24][cH:25]1)[NH:14][CH2:13][CH2:12]2.[Cl:1][CH2:2][C:3](=[O:4])[Cl:5].[Na+:30]>>[Cl:1][CH2:2][C:3](=[O:4])[N:14]1[CH2:13][CH2:12][c:11]2[cH:10][cH:9][c:8]([O:7][CH3:6])[c:17]([O:18][CH3:19])[c:16]2[CH:15]1[c:20]1[cH:21][cH:22][cH:23][cH:24][cH:25]1. The reactants are OC1=C2C(=CC=NC2=C(C=C1OC)[N+](=O)[O-])C (5-hydroxy-6-methoxy-4-methyl-8-nitroquinoline), C(CCCCCC)Br (n-heptyl bromide), CN(P(N(C)C)(N(C)C)=O)C (hexamethylphosphoric triamide), C1C(C)O1 (propylene oxide), C1C(C)O1 (propylene oxide). Solvent: C(C)N(CC)CC (triethylamine). Product: C(CCCCCC)OC1=C2C(=CC=NC2=C(C=C1OC)[N+](=O)[O-])C (5-heptoxy-6-methoxy-4-methyl-8-nitroquinoline). Yield: 52.0%. As a reaction SMILES: [OH:1][C:2]1[C:11]([O:12][CH3:13])=[CH:10][C:9]([N+:14]([O-:16])=[O:15])=[C:8]2[C:3]=1[C:4]([CH3:17])=[CH:5][CH:6]=[N:7]2.[CH2:18](Br)[CH2:19][CH2:20][CH2:21][CH2:22][CH2:23][CH3:24].CN(C)P(=O)(N(C)C)N(C)C.C1OC1C>C(N(CC)CC)C>[CH2:18]([O:1][C:2]1[C:11]([O:12][CH3:13])=[CH:10][C:9]([N+:14]([O-:16])=[O:15])=[C:8]2[C:3]=1[C:4]([CH3:17])=[CH:5][CH:6]=[N:7]2)[CH2:19][CH2:20][CH2:21][CH2:22][CH2:23][CH3:24]. Reported procedure: A stirred mixture of 5-hydroxy-6-methoxy-4-methyl-8-nitroquinoline [from Example 7B]--14.0 g, 0.06 mole - n-heptyl bromide (7.5 g, 0.045 mole) and hexamethylphosphoric triamide (12 ml) was heated at 120°, under N2, while a mixture of triethylamine (1 ml) and propylene oxide (6 ml) was added in small portions during 6 hr. Additional propylene oxide (4 ml) was added during 4 hr and the mixture was cooled and filtered and the dull red solid was washed with acetone to return 7.5 g of starting materi... Reactants: [N-]=[N+]=NC1COCC1Oc1ccc(Br)cc1, C1CCOC1, O, c1ccc(P(c2ccccc2)c2ccccc2)cc1. Yields the product NC1COCC1Oc1ccc(Br)cc1. As a reaction SMILES: [N:1](=[N+:2]=[N-:3])[CH:4]1[CH2:5][O:6][CH2:7][CH:8]1[O:9][c:10]1[cH:11][cH:12][c:13]([Br:16])[cH:14][cH:15]1.[O:37]1[CH2:38][CH2:39][CH2:40][CH2:41]1.[OH2:36].[c:17]1([P:18]([c:19]2[cH:20][cH:21][cH:22][cH:23][cH:24]2)[c:25]2[cH:26][cH:27][cH:28][cH:29][cH:30]2)[cH:31][cH:32][cH:33][cH:34][cH:35]1>>[NH2:1][CH:4]1[CH2:5][O:6][CH2:7][CH:8]1[O:9][c:10]1[cH:11][cH:12][c:13]([Br:16])[cH:14][cH:15]1. The reactants are O=[N+]([O-])c1cc(Br)cnc1Cl, CCOC(=O)CO, C1COCCO1, [H-], [Na+], [Na+], O=C([O-])O. The product is CCOC(=O)COc1ncc(Br)cc1[N+](=O)[O-]. Reaction SMILES: [Br:10][c:11]1[cH:12][c:13]([N+:18](=[O:19])[O-:20])[c:14]([Cl:17])[n:15][cH:16]1.[C:3]([CH2:4][OH:5])(=[O:6])[O:7][CH2:8][CH3:9].[CH2:26]1[O:27][CH2:28][CH2:29][O:30][CH2:31]1.[H-:1].[Na+:21].[Na+:2].[OH:22][C:23](=[O:24])[O-:25]>>[C:3]([CH2:4][O:5][c:14]1[c:13]([N+:18](=[O:19])[O-:20])[cH:12][c:11]([Br:10])[cH:16][n:15]1)(=[O:6])[O:7][CH2:8][CH3:9]. Starting materials: BrC1=C(C=2N(C(NC(C2S1)=O)(C)C)C)C (6-bromo-1,2,2,7-tetramethyl-2,3-dihydrothieno[3,2-d]pyrimidin-4(1H)-one), CC1(OB(OC1(C)C)C=1C=NN(C1)C(=O)OC(C)(C)C)C (tert-butyl 4-(4,4,5,5-tetramethyl-1,3,2-dioxaborolan-2-yl)-pyrazole-1-carboxylate), C([O-])([O-])=O.[Cs+].[Cs+] (cesium carbonate), COCCOC (1,2-dimethoxyethane), 1,1′-bis(diphenylphosphino) ferrocenepalladium (II) dichloride dichloromethane. Solvent: O (water). Conditions: temperature 90 celsius, time 8 hour. Product: CN1C(NC(C2=C1C(=C(S2)C=2C=NNC2)C)=O)(C)C (1,2,2,7-tetramethyl-6-(1H-pyrazol-4-yl)-2,3-dihydrothieno[3,2-d]pyrimidin-4(1H)-one). Yield: 47.2%. Reaction SMILES: Br[C:2]1[S:10][C:9]2[C:8](=[O:11])[NH:7][C:6]([CH3:13])([CH3:12])[N:5]([CH3:14])[C:4]=2[C:3]=1[CH3:15].CC1(C)C(C)(C)OB([C:24]2[CH:25]=[N:26][N:27](C(OC(C)(C)C)=O)[CH:28]=2)O1.C(=O)([O-])[O-].[Cs+].[Cs+].COCCOC>O>[CH3:14][N:5]1[C:4]2[C:3]([CH3:15])=[C:2]([C:24]3[CH:25]=[N:26][NH:27][CH:28]=3)[S:10][C:9]=2[C:8](=[O:11])[NH:7][C:6]1([CH3:13])[CH3:12] |f:2.3.4|. Procedure details: A mixture of 6-bromo-1,2,2,7-tetramethyl-2,3-dihydrothieno[3,2-d]pyrimidin-4(1H)-one (145 mg, 0.50 mmol), tert-butyl 4-(4,4,5,5-tetramethyl-1,3,2-dioxaborolan-2-yl)-pyrazole-1-carboxylate (441 mg, 1.50 mmol), cesium carbonate (815 mg, 2.50 mmol), 1,2-dimethoxyethane (5 mL) and water (1.25 mL) was purged with argon. Then, 1,1′-bis(diphenylphosphino) ferrocenepalladium (II) dichloride dichloromethane adduct (40.8 mg, 0.050 mmol) was added, and the mixture was purged with argon again. The mixture w... As a reaction SMILES: [Cl:1][c:2]1[cH:3][cH:4][c:5]([S:8](=[O:9])(=[O:10])[OH:11])[cH:6][cH:7]1.[OH2:19].[OH:12][c:13]1[cH:14][cH:15][cH:16][cH:17][cH:18]1>>[Cl:1][c:2]1[cH:3][cH:4][c:5]([S:8](=[O:10])(=[O:11])[c:14]2[c:13]([OH:12])[cH:18][cH:17][cH:16][cH:15]2)[cH:6][cH:7]1. The reactants are O=S(=O)(O)c1ccc(Cl)cc1, O, Oc1ccccc1. The product is O=S(=O)(c1ccc(Cl)cc1)c1ccccc1O. Reactants: O=C([O-])[O-], C1CCOC1, CC1CCCNC1, [Cs+], [Cs+], CC1C(c2cc(C(F)(F)F)cc(C(F)(F)F)c2)OC(=O)N1Cc1cc([N+](=O)[O-])ccc1Br, CC(=O)[O-], CC(=O)[O-], [Pd+2], c1ccc(P(c2ccccc2)c2ccc3ccccc3c2-c2c(P(c3ccccc3)c3ccccc3)ccc3ccccc23)cc1. Yields the product CC1CCCN(c2ccc([N+](=O)[O-])cc2CN2C(=O)OC(c3cc(C(F)(F)F)cc(C(F)(F)F)c3)C2C)C1. Reaction SMILES: [C:86](=[O:87])([O-:88])[O-:89].[CH2:101]1[O:102][CH2:103][CH2:104][CH2:105]1.[CH3:33][CH:34]1[CH2:35][NH:36][CH2:37][CH2:38][CH2:39]1.[Cs+:90].[Cs+:91].[F:1][C:2]([c:3]1[cH:4][c:5]([CH:13]2[CH:14]([CH3:30])[N:15]([CH2:19][c:20]3[c:21]([Br:29])[cH:22][cH:23][c:24]([N+:26](=[O:27])[O-:28])[cH:25]3)[C:16](=[O:18])[O:17]2)[cH:6][c:7]([C:9]([F:10])([F:11])[F:12])[cH:8]1)([F:31])[F:32].[O-:93][C:94]([CH3:95])=[O:96].[O-:97][C:98]([CH3:99])=[O:100].[Pd+2:92].[c:40]1([P:41]([c:42]2[cH:43][cH:44][cH:45][cH:46][cH:47]2)[c:48]2[cH:49][cH:50][c:51]3[c:52]([cH:53][cH:54][cH:55][cH:56]3)[c:57]2-[c:58]2[c:59]3[c:60]([cH:61][cH:62][cH:63][cH:64]3)[cH:65][cH:66][c:67]2[P:68]([c:69]2[cH:70][cH:71][cH:72][cH:73][cH:74]2)[c:75]2[cH:76][cH:77][cH:78][cH:79][cH:80]2)[cH:81][cH:82][cH:83][cH:84][cH:85]1>>[F:1][C:2]([c:3]1[cH:4][c:5]([CH:13]2[CH:14]([CH3:30])[N:15]([CH2:19][c:20]3[c:21]([N:36]4[CH2:35][CH:34]([CH3:33])[CH2:39][CH2:38][CH2:37]4)[cH:22][cH:23][c:24]([N+:26](=[O:27])[O-:28])[cH:25]3)[C:16](=[O:18])[O:17]2)[cH:6][c:7]([C:9]([F:10])([F:11])[F:12])[cH:8]1)([F:31])[F:32]. The reactants are C(C1=CC=CC=C1)(C1=CC=CC=C1)(C1=CC=CC=C1)NC=1SC=C(N1)/C(/C(=O)O)=N/OC ((Z)-2-(2-tritylaminothiazol-4-yl)-2-methoxyiminoacetic acid), Cl.NC1[C@@H]2N(C(=C(CS2)C2COCC2)C(=S)OC(C2=CC=CC=C2)C2=CC=CC=C2)C1=O (diphenylmethyl 7-amino-3-(tetrahydrofuran-3-yl)thio-3-cephem-4-carboxylate hydrochloride), CN(C=O)C (dimethylformamide), ClC(=O)OC(Cl)(Cl)Cl (trichloromethyl chloroformate), N,O-bistrimethylsilylacetamide. Run in ClCCl (dichloromethane), ClCCl (dichloromethane), C(C)(=O)O (acetic acid), ClCCl (dichloromethane), O (water). Reaction conditions: temperature -40 celsius, time 30 minute. The product is C(C1=CC=CC=C1)(C1=CC=CC=C1)(C1=CC=CC=C1)NC=1SC=C(N1)/C(/C(=O)NC1[C@@H]2N(C(=C(CS2)C2COCC2)C(=S)OC(C2=CC=CC=C2)C2=CC=CC=C2)C1=O)=N/OC (Diphenylmethyl 7-[(Z)-2-(2-tritylaminothiazol-4-yl)-2-methoxyiminoacetamido]-3-(tetrahydrofuran-3-yl)thio-3-cephem-4-carboxylate). Reaction SMILES: CN(C)C=O.ClC(OC(Cl)(Cl)Cl)=O.[C:14]([NH:33][C:34]1[S:35][CH:36]=[C:37](/[C:39](=[N:43]/[O:44][CH3:45])/[C:40]([OH:42])=O)[N:38]=1)([C:27]1[CH:32]=[CH:31][CH:30]=[CH:29][CH:28]=1)([C:21]1[CH:26]=[CH:25][CH:24]=[CH:23][CH:22]=1)[C:15]1[CH:20]=[CH:19][CH:18]=[CH:17][CH:16]=1.Cl.[NH2:47][CH:48]1[C:76](=[O:77])[N:50]2[C:51]([C:60]([O:62][CH:63]([C:70]3[CH:75]=[CH:74][CH:73]=[CH:72][CH:71]=3)[C:64]3[CH:69]=[CH:68][CH:67]=[CH:66][CH:65]=3)=[S:61])=[C:52]([CH:55]3[CH2:59][CH2:58][O:57][CH2:56]3)[CH2:53][S:54][C@H:49]12>ClCCl.O.C(O)(=O)C>[C:14]([NH:33][C:34]1[S:35][CH:36]=[C:37](/[C:39](=[N:43]/[O:44][CH3:45])/[C:40]([NH:47][CH:48]2[C:76](=[O:77])[N:50]3[C:51]([C:60]([O:62][CH:63]([C:64]4[CH:69]=[CH:68][CH:67]=[CH:66][CH:65]=4)[C:70]4[CH:75]=[CH:74][CH:73]=[CH:72][CH:71]=4)=[S:61])=[C:52]([CH:55]4[CH2:59][CH2:58][O:57][CH2:56]4)[CH2:53][S:54][C@H:49]23)=[O:42])[N:38]=1)([C:21]1[CH:26]=[CH:25][CH:24]=[CH:23][CH:22]=1)([C:15]1[CH:16]=[CH:17][CH:18]=[CH:19][CH:20]=1)[C:27]1[CH:28]=[CH:29][CH:30]=[CH:31][CH:32]=1 |f:3.4|. Procedure: Vilthmyer reagent was prepared from dimethylformamide (52 mg) and trichloromethyl chloroformate (60 mg) in dichloromethane (1 ml) according to standard method. The Vilsmier reagent as prepared was cooled to -40° C., to which was then added a suspension of (Z)-2-(2-tritylaminothiazol-4-yl)-2-methoxyiminoacetic acid (266 mg) in dichloromethane (2 ml) and the resulting mixture was further stirred at -20° C. for 30 minutes to give a first solution. On the other hand, the diphenylmethyl 7-amino-3-(te...